This data is from the Open Reaction Database (ORD), a public repository of structured organic reaction records. The task is: describe an organic reaction: reactants, conditions, products, and yield Reactants: ClCCl, OCC1COC(C(F)(F)C(F)(F)C(F)(F)F)(C(F)(F)C(F)(F)C(F)(F)F)O1, N#CO[Na], O, O=C(O)C(F)(F)F. The product is NC(=O)OCC1COC(C(F)(F)C(F)(F)C(F)(F)F)(C(F)(F)C(F)(F)C(F)(F)F)O1. RXN SMILES: [CH2:40]([Cl:41])[Cl:42].[F:1][C:2]([C:3]([C:4]1([C:11]([C:12]([C:13]([F:14])([F:15])[F:16])([F:17])[F:18])([F:19])[F:20])[O:5][CH2:6][CH:7]([CH2:9][OH:10])[O:8]1)([F:21])[F:22])([C:23]([F:24])([F:25])[F:26])[F:27].[Na:28][O:29][C:30]#[N:31].[OH2:39].[OH:32][C:33]([C:34]([F:35])([F:36])[F:37])=[O:38]>>[F:1][C:2]([C:3]([C:4]1([C:11]([C:12]([C:13]([F:14])([F:15])[F:16])([F:17])[F:18])([F:19])[F:20])[O:5][CH2:6][CH:7]([CH2:9][O:10][C:30](=[O:29])[NH2:31])[O:8]1)([F:21])[F:22])([C:23]([F:24])([F:25])[F:26])[F:27]. The reactants are CO, O=C(O)c1cc(F)ccc1F, O=S(Cl)Cl. Yields the product COC(=O)c1cc(F)ccc1F. As a reaction SMILES: [CH3:16][OH:17].[F:1][c:2]1[c:3]([C:4](=[O:5])[OH:6])[cH:7][c:8]([F:11])[cH:9][cH:10]1.[S:12]([Cl:13])([Cl:14])=[O:15]>>[F:1][c:2]1[c:3]([C:4]([O:5][CH3:16])=[O:6])[cH:7][c:8]([F:11])[cH:9][cH:10]1. Starting materials: CN(CCN1CCSc2cc(NC(=N)c3cccs3)ccc21)C(=O)Oc1ccccc1, CCO, [Na+], [OH-], O. The product is CNCCN1CCSc2cc(NC(=N)c3cccs3)ccc21. Reaction SMILES: [CH3:1][N:2]([C:3](=[O:4])[O:5][c:6]1[cH:7][cH:8][cH:9][cH:10][cH:11]1)[CH2:12][CH2:13][N:14]1[c:15]2[c:16]([cH:20][c:21]([NH:24][C:25](=[NH:26])[c:27]3[s:28][cH:29][cH:30][cH:31]3)[cH:22][cH:23]2)[S:17][CH2:18][CH2:19]1.[CH3:32][CH2:33][OH:34].[Na+:37].[OH-:36].[OH2:35]>>[CH3:1][NH:2][CH2:12][CH2:13][N:14]1[c:15]2[c:16]([cH:20][c:21]([NH:24][C:25](=[NH:26])[c:27]3[s:28][cH:29][cH:30][cH:31]3)[cH:22][cH:23]2)[S:17][CH2:18][CH2:19]1.